Dataset: the Open Reaction Database (ORD), a public repository of structured organic reaction records. Task: describe an organic reaction: reactants, conditions, products, and yield Starting materials: FC1=CC=C2C=CNC2=C1 (6-fluoro-1H-indole), CC(C)(C)[O-].[K+] (potassium tert-butylate), C(=O)=O (CO2), [Li]CCCC (n-BuLi). Run in C1CCOC1 (THF), C1CCOC1 (THF), C1CCOC1 (THF), O (water), CCCCCC (hexane), C(C)OCC (diethylether). Reaction conditions: temperature 15 celsius, time 5 minute. Yields the product FC1=CC=C2C=CNC2=C1C(=O)O (6-fluoro-1H-indole-7-carboxylic acid). RXN SMILES: [Li]CCCC.[F:6][C:7]1[CH:15]=[C:14]2[C:10]([CH:11]=[CH:12][NH:13]2)=[CH:9][CH:8]=1.CC([O-])(C)C.[K+].[C:22](=[O:24])=[O:23]>CCCCCC.C1COCC1.C(OCC)C.O>[F:6][C:7]1[C:15]([C:22]([OH:24])=[O:23])=[C:14]2[C:10]([CH:11]=[CH:12][NH:13]2)=[CH:9][CH:8]=1 |f:2.3|. Procedure: 60 ml THF were cooled down to −60° C. under argon and 27 ml of a 1.6M n-BuLi solution (42.9 mmol) in hexane were added followed by 2.9 g of 6-fluoro-1H-indole (21 mmol) in 12 ml THF (addition over 25 min, temperature between −72 and −70° C.). After 5 min additional stirring at this temperature, a solution of 4.8 g of potassium tert-butylate (42.9 mmol) in 18 ml THF were added at the same temperature over 30 min. The reaction mixture was then stirred for 2 h at −72° C. and then treated with a lar... The reactants are [H-].[Al+3].[Li+].[H-].[H-].[H-] (Lithium aluminum hydride), amide, BrC1=CC=C(C=C1)C(C1(CCCCC1)O)C(=O)N(C)C (1-[(4-bromophenyl)[dimethylaminocarbonyl]methyl]cyclohexanol), S(O)(O)(=O)=O (sulfuric acid), [H-].[Al+3].[H-].[H-] (aluminum hydride), [OH-].[Na+] (sodium hydroxide). Solvent: C1CCOC1 (THF), C1CCOC1.O (THF water), C1CCOC1 (THF). Conditions: temperature 0 celsius, time 1 hour. The product is BrC1=CC=C(C=C1)C(CN(C)C)C1(CCCCC1)O (1-[1-(4-bromophenyl)-2-(dimethylamino)ethyl]cyclohexanol). RXN SMILES: [H-].[Al+3].[Li+].[H-].[H-].[H-].S(=O)(=O)(O)O.[H-].[Al+3].[H-].[H-].[Br:16][C:17]1[CH:22]=[CH:21][C:20]([CH:23]([C:31]([N:33]([CH3:35])[CH3:34])=O)[C:24]2([OH:30])[CH2:29][CH2:28][CH2:27][CH2:26][CH2:25]2)=[CH:19][CH:18]=1.[OH-].[Na+]>C1COCC1.C1COCC1.O>[Br:16][C:17]1[CH:18]=[CH:19][C:20]([CH:23]([C:24]2([OH:30])[CH2:29][CH2:28][CH2:27][CH2:26][CH2:25]2)[CH2:31][N:33]([CH3:35])[CH3:34])=[CH:21][CH:22]=1 |f:0.1.2.3.4.5,7.8.9.10,12.13,15.16|. Reported procedure: Lithium aluminum hydride (0.7 g) was suspended in dry THF (25 ml) cooled to 0° C. and concentrated sulfuric acid (0.5 ml) cautiously added in an in situ preparation of aluminum hydride. The mixture was stirred for one hour at 0° C. and the amide, 1-[(4-bromophenyl)[dimethylaminocarbonyl]methyl]cyclohexanol (4 g, 0.012 mole) was dissolved in THF (35 ml) and added rapidly dropwise. The reaction mixture was stirred at 0° C. for one hour. A THF-water mixture (1:1 v/v 6 ml) was added slowly followed ...